This data is from the Open Reaction Database (ORD), a public repository of structured organic reaction records. The task is: describe an organic reaction: reactants, conditions, products, and yield RXN SMILES: [OH:25][OH:26].[S:1](=[O:2])(=[O:3])([OH:4])[CH:5]([CH2:6][CH2:7][CH2:8][CH2:9][CH2:10][CH2:11][CH2:12][CH2:13][C:14](=[O:15])[OH:16])[CH2:17][CH2:18][CH2:19][CH2:20][CH2:21][CH2:22][CH2:23][CH3:24]>>[S:1](=[O:2])(=[O:3])([OH:4])[CH:5]([CH2:6][CH2:7][CH2:8][CH2:9][CH2:10][CH2:11][CH2:12][CH2:13][C:14](=[O:15])[O:16][OH:25])[CH2:17][CH2:18][CH2:19][CH2:20][CH2:21][CH2:22][CH2:23][CH3:24]. Starting materials: OO, CCCCCCCCC(CCCCCCCCC(=O)O)S(=O)(=O)O. Product: CCCCCCCCC(CCCCCCCCC(=O)OO)S(=O)(=O)O. Starting materials: [N+](=O)([O-])C=1C(=NNC1)C(=O)OCC (ethyl 4-nitro-1H-pyrazole-3-carboxylate), ClCC(=O)NC1=CC(=CC=C1)F (2-chloro-N-(3-fluorophenyl) acetamide), C([O-])([O-])=O.[K+].[K+] (potassium carbonate). Solvent: CN(C=O)C (dimethyl formamide). Run at time 20 hour. Yields the product FC=1C=C(C=CC1)NC(CN1N=C(C(=C1)[N+](=O)[O-])C(=O)OCC)=O (ethyl 1-{2-[(3-fluorophenyl)amino]-2-oxoethyl}-4-nitro-1H-pyrazole-3-carboxylate). The yield is 73.9%. Reaction SMILES: [N+:1]([C:4]1[C:5]([C:9]([O:11][CH2:12][CH3:13])=[O:10])=[N:6][NH:7][CH:8]=1)([O-:3])=[O:2].Cl[CH2:15][C:16]([NH:18][C:19]1[CH:24]=[CH:23][CH:22]=[C:21]([F:25])[CH:20]=1)=[O:17].C(=O)([O-])[O-].[K+].[K+]>CN(C)C=O>[F:25][C:21]1[CH:20]=[C:19]([NH:18][C:16](=[O:17])[CH2:15][N:7]2[CH:8]=[C:4]([N+:1]([O-:3])=[O:2])[C:5]([C:9]([O:11][CH2:12][CH3:13])=[O:10])=[N:6]2)[CH:24]=[CH:23][CH:22]=1 |f:2.3.4|. Procedure details: A mixture of ethyl 4-nitro-1H-pyrazole-3-carboxylate (0.685 g, 3.7 mmol) and 2-chloro-N-(3-fluorophenyl) acetamide (0.694 g, 3.7 mmol) and potassium carbonate (0.613 g, 4.44 mmol) in dimethyl formamide (10 ml) was stirred at room temperature for 20 hours. The mixture was evaporated and the residue was purified by silica gel chromatography eluting with a 8 to 10% mixture of ethyl acetate in dichloromethane to give ethyl 1-{2-[(3-fluorophenyl)amino]-2-oxoethyl}-4-nitro-1H-pyrazole-3-carboxylate (0... The reactants are C(C)(C)(C)OC(=O)N[C@H]([C@H](CN(S(NC)(=O)=O)C)O)CC1CCCCC1 ((2S,3S)-3-((tert-Butyloxycarbonyl)amino)-4-cyclohexyl-2-hydroxy-1-(methyl(methylsulfamoyl)amino)butane), FC(C(=O)O)(F)F (trifluoroacetic acid). Solvent: C(Cl)Cl (CH2Cl2). Conditions: temperature 0 celsius, time 5.5 hour. Product: N[C@H]([C@H](CN(S(NC)(=O)=O)C)O)CC1CCCCC1 ((2S,3S)-3-amino-4-cyclohexyl-2-hydroxy-1-(methyl(methylsulfamoyl)amino)butane). Yield: 89.1%. As a reaction SMILES: C(OC([NH:8][C@@H:9]([CH2:20][CH:21]1[CH2:26][CH2:25][CH2:24][CH2:23][CH2:22]1)[C@@H:10]([OH:19])[CH2:11][N:12]([CH3:18])[S:13](=[O:17])(=[O:16])[NH:14][CH3:15])=O)(C)(C)C.FC(F)(F)C(O)=O>C(Cl)Cl>[NH2:8][C@@H:9]([CH2:20][CH:21]1[CH2:26][CH2:25][CH2:24][CH2:23][CH2:22]1)[C@@H:10]([OH:19])[CH2:11][N:12]([CH3:18])[S:13](=[O:17])(=[O:16])[NH:14][CH3:15]. Procedure: A sample of the resultant compound from Example 121 (501 mg, 1.27 mmol) was dissolved in 3 ml CH2Cl2, cooled to 0° C. under a dry nitrogen atmosphere, and treated with 3 ml trifluoroacetic acid. The solution was stirred for 5.5 h, then the solvents were removed under reduced pressure, and the residue was basified with 1.0M aq. Na2CO3. The product was extracted with 4×20 ml CH2Cl2. The combined extracts were washed with brine, dried (Na2SO4) and concentrated under reduced pressure to yield 332 mg... Conditions: time 2 hour. Reported procedure: A solution of 2-fluoroaniline (132 mg, 1.40 mmol) in THF (8 mL) at ambient temperature was treated with a solution of Example 43A (386 mg, 1.26 mmol) in THF (1.5 mL). The reaction mixture was stirred for 2 hours and concentrated to a nominal volume. The white solids which precipitated from solution were collected by filtration and washed with diethyl ether. Recrystallization from 25% ethyl acetate/hexanes provided the desired product as a white solid. Reactants: FC1=C(N)C=CC=C1 (2-fluoroaniline), CC1=CC=C(C(=O)NC(C(Cl)(Cl)Cl)N=C=O)C=C1 (4-methyl-N-(2,2,2-trichloro-1-isocyanatoethyl)benzamide). Yields the product CC1=CC=C(C(=O)NC(C(Cl)(Cl)Cl)NC(=O)NC2=C(C=CC=C2)F)C=C1 (4-methyl-N-(2,2,2-trichloro-1-{[(2-fluoroanilino)carbonyl]amino}ethyl)benzamide). As a reaction SMILES: [F:1][C:2]1[CH:8]=[CH:7][CH:6]=[CH:5][C:3]=1[NH2:4].[CH3:9][C:10]1[CH:26]=[CH:25][C:13]([C:14]([NH:16][CH:17]([N:22]=[C:23]=[O:24])[C:18]([Cl:21])([Cl:20])[Cl:19])=[O:15])=[CH:12][CH:11]=1>C1COCC1>[CH3:9][C:10]1[CH:11]=[CH:12][C:13]([C:14]([NH:16][CH:17]([NH:22][C:23]([NH:4][C:3]2[CH:5]=[CH:6][CH:7]=[CH:8][C:2]=2[F:1])=[O:24])[C:18]([Cl:21])([Cl:20])[Cl:19])=[O:15])=[CH:25][CH:26]=1. Solvent: C1CCOC1 (THF), C1CCOC1 (THF). Reactants: BrC1=CC(=C(C=C1)C1=NOC(=N1)C1=CC=C(C=C1)CC(C)C)C (3-(4-Bromo-2-methylphenyl)-5-(4-(2-methylpropyl)phenyl)-1,2,4-oxadiazole), CN(C)C=O (DMF). The reagents and catalysts are [C-]#N.[Zn+2].[C-]#N (zinc cyanide), C=1C=CC(=CC1)[P](C=2C=CC=CC2)(C=3C=CC=CC3)[Pd]([P](C=4C=CC=CC4)(C=5C=CC=CC5)C=6C=CC=CC6)([P](C=7C=CC=CC7)(C=8C=CC=CC8)C=9C=CC=CC9)[P](C=1C=CC=CC1)(C=1C=CC=CC1)C=1C=CC=CC1 (Pd(PPh3)4). The product is CC(CC1=CC=C(C=C1)C1=NC(=NO1)C1=C(C=C(C#N)C=C1)C)C (4-(5-(4-(2-Methylpropyl)phenyl)-1,2,4-oxadiazol-3-yl)-3-methyl benzonitrile). RXN SMILES: Br[C:2]1[CH:7]=[CH:6][C:5]([C:8]2[N:12]=[C:11]([C:13]3[CH:18]=[CH:17][C:16]([CH2:19][CH:20]([CH3:22])[CH3:21])=[CH:15][CH:14]=3)[O:10][N:9]=2)=[C:4]([CH3:23])[CH:3]=1.[CH3:24][N:25](C=O)C>[C-]#N.[Zn+2].[C-]#N.C1C=CC([P]([Pd]([P](C2C=CC=CC=2)(C2C=CC=CC=2)C2C=CC=CC=2)([P](C2C=CC=CC=2)(C2C=CC=CC=2)C2C=CC=CC=2)[P](C2C=CC=CC=2)(C2C=CC=CC=2)C2C=CC=CC=2)(C2C=CC=CC=2)C2C=CC=CC=2)=CC=1>[CH3:21][CH:20]([CH3:22])[CH2:19][C:16]1[CH:17]=[CH:18][C:13]([C:11]2[O:10][N:9]=[C:8]([C:5]3[CH:6]=[CH:7][C:2]([C:24]#[N:25])=[CH:3][C:4]=3[CH3:23])[N:12]=2)=[CH:14][CH:15]=1 |f:2.3.4,^1:37,39,58,77|. Procedure: A solution of 2.3 g (6.2 mmol) of 3-(4-bromo-2-methylphenyl)-5-(4-(2-methylpropyl)phenyl)-1,2,4-oxadiazole (from Step A), 1.46 g (12.4 mmol) of zinc cyanide and 2.15 g (1.86 mmol) of Pd(PPh3)4 in 20 mL of DMF was stirred at 100° C. for 20 h. The reaction was cooled and quenched with 10 mL of sat'd NaHCO3. The quenched mixture was extracted with 100 mL of dichloromethane. The extract was dried and concentrated to afford 1.40 g of the title compound which was used without further purification: ESI... Starting materials: FC=1C(=C(C(=C(C1C#N)C#N)F)F)F (tetrafluorophthalonitrile), FC=1C(=C(C(=C(C1C#N)C#N)F)F)F (tetrafluorophthalonitrile), ClC1=C(C=C(C=C1)Cl)O (2,5-dichlorophenol), resultant solution, [F-].[K+] (potassium fluoride). Solvent: CC(=O)C (acetone), CC(=O)C (acetone), CC(=O)C (acetone). Conditions: temperature 20 celsius, time 2 hour. Yields the product ClC1=C(OC=2C(=C(C(C#N)=C(C2OC2=C(C=CC(=C2)Cl)Cl)F)C#N)F)C=C(C=C1)Cl (4,5-bis(2,5-dichlorophenoxy)-3,6-difluorophthalonitrile). RXN SMILES: [F:1][C:2]1[C:3](F)=[C:4](F)[C:5]([F:12])=[C:6]([C:10]#[N:11])[C:7]=1[C:8]#[N:9].[F-].[K+].[Cl:17][C:18]1[CH:23]=[CH:22][C:21]([Cl:24])=[CH:20][C:19]=1[OH:25]>CC(C)=O>[Cl:17][C:18]1[CH:23]=[CH:22][C:21]([Cl:24])=[CH:20][C:19]=1[O:25][C:4]1[C:5]([F:12])=[C:6]([C:10]#[N:11])[C:7](=[C:2]([F:1])[C:3]=1[O:25][C:19]1[CH:20]=[C:21]([Cl:24])[CH:22]=[CH:23][C:18]=1[Cl:17])[C:8]#[N:9] |f:1.2|. Procedure details: Into a separable flask of glass provided with a stirrer, a thermometer, a water separation tube, and a cooling tube and having an inner volume of 300 ml, 242.5 gr of acetone and 19.1 gr (0.0955 mol) of tetrafluorophthalonitrile were placed, to dissolve tetrafluorophthalonitrile in acetone homogeneously. Next, the resultant solution and 134 gr (0.2306 mol) of potassium fluoride were added together and the resultant reaction slurry was retained at −5° C. To this reaction slurry, 34.1 gr (0.2092 mo... Starting materials: ice, COC1=CC=C(C(=O)NC=2C=NC=CC2N)C=C1 (N3-(4-methoxybenzoyl)-3,4-pyridinediamine), C(C)(C)(C)OC(=O)NCCCOC1=C(C(=O)O)C=CC(=C1)OC (2-(3-tert-Butoxycarbonylaminopropoxy)-4-methoxybenzoic acid), C(C(=O)Cl)(=O)Cl (Oxalyl chloride), N1=CC=CC=C1 (pyridine). Solvent: CC=C(C)C (amylene), ClCCl (dichloromethane), CN(C)C=O (DMF), ClCCl (dichloromethane), C(Cl)(Cl)Cl (chloroform). Yields the product C(C)(C)(C)OC(=O)NCCCOC1=C(C(=O)NC2=C(C=NC=C2)NC(C2=CC=C(C=C2)OC)=O)C=CC(=C1)OC (N4-[2-(3-tert-Butoxycarbonylaminopropoxy)-4-methoxybenzoyl]-N3-(4-methoxybenzoyl)-3,4-pyridinediamine). The yield is 80.0%. RXN SMILES: [C:1]([O:5][C:6]([NH:8][CH2:9][CH2:10][CH2:11][O:12][C:13]1[CH:21]=[C:20]([O:22][CH3:23])[CH:19]=[CH:18][C:14]=1[C:15]([OH:17])=O)=[O:7])([CH3:4])([CH3:3])[CH3:2].C(Cl)(=O)C(Cl)=O.[CH3:30][O:31][C:32]1[CH:47]=[CH:46][C:35]([C:36]([NH:38][C:39]2[CH:40]=[N:41][CH:42]=[CH:43][C:44]=2[NH2:45])=[O:37])=[CH:34][CH:33]=1.N1C=CC=CC=1>ClCCl.CC=C(C)C.C(Cl)(Cl)Cl.CN(C=O)C>[C:1]([O:5][C:6]([NH:8][CH2:9][CH2:10][CH2:11][O:12][C:13]1[CH:21]=[C:20]([O:22][CH3:23])[CH:19]=[CH:18][C:14]=1[C:15]([NH:45][C:44]1[CH:43]=[CH:42][N:41]=[CH:40][C:39]=1[NH:38][C:36](=[O:37])[C:35]1[CH:34]=[CH:33][C:32]([O:31][CH3:30])=[CH:47][CH:46]=1)=[O:17])=[O:7])([CH3:2])([CH3:3])[CH3:4]. Procedure: 2-(3-tert-Butoxycarbonylaminopropoxy)-4-methoxybenzoic acid (1.6 g, 4.94 mmol) was dissolved in dry dichloromethane (20 mL) and DMF (0.5 mL) under nitrogen atmosphere. Oxalyl chloride (0.475 mL, 5.43 mmol) was added via syringe. Vigorous bubbling occurred. The mixture was stirred until gas evolution ceased, then concentrated in vacuo. The residue was dissolved in amylene-stabilized chloroform (20 mL), transferred to an addition funnel, then added dropwise over 2 hours to an ice cold solution of ...